Task: describe an organic reaction: reactants, conditions, products, and yield. Dataset: the Open Reaction Database (ORD), a public repository of structured organic reaction records The reactants are C([O-])(O)=O.[Na+] (sodium bicarbonate), OC=1C2=C(C(=NC1C(=O)OCC)C)C(=NO2)C2=CC=C(C=C2)OC (Ethyl 7-hydroxy-3-(4-methoxyphenyl)-4-methylisoxazolo[4,5-c]pyridine-6-carboxylate), N1=CC=CC=C1 (pyridine), C(C(C)(C)C)(=O)Cl (Pivaloyl chloride). The reagents and catalysts are CN(C)C=1C=CN=CC1 (DMAP). Run in CCOC(=O)C (EtOAc). Conditions: time 48 hour. Yields the product COC1=CC=C(C=C1)C1=NOC2=C1C(=NC(=C2OC(C(C)(C)C)=O)C(=O)OCC)C (Ethyl 3-(4-methoxyphenyl)-4-methyl-7-(pivaloyloxy)isoxazolo[4,5-c]pyridine-6-carboxylate). The yield is 82.7%. As a reaction SMILES: [OH:1][C:2]1[C:3]2[O:16][N:15]=[C:14]([C:17]3[CH:22]=[CH:21][C:20]([O:23][CH3:24])=[CH:19][CH:18]=3)[C:4]=2[C:5]([CH3:13])=[N:6][C:7]=1[C:8]([O:10][CH2:11][CH3:12])=[O:9].N1C=CC=CC=1.[C:31](Cl)(=[O:36])[C:32]([CH3:35])([CH3:34])[CH3:33].C(=O)(O)[O-].[Na+]>CN(C1C=CN=CC=1)C.CCOC(C)=O>[CH3:24][O:23][C:20]1[CH:19]=[CH:18][C:17]([C:14]2[C:4]3[C:5]([CH3:13])=[N:6][C:7]([C:8]([O:10][CH2:11][CH3:12])=[O:9])=[C:2]([O:1][C:31](=[O:36])[C:32]([CH3:35])([CH3:34])[CH3:33])[C:3]=3[O:16][N:15]=2)=[CH:22][CH:21]=1 |f:3.4|. Procedure details: Ethyl 7-hydroxy-3-(4-methoxyphenyl)-4-methylisoxazolo[4,5-c]pyridine-6-carboxylate (56 mg, 0.17 mmol) and DMAP (1 mg) were added to pyridine (1 mL). Pivaloyl chloride (84 μl, 0.68 mmol) was added and the mixture was stirred at room temperature for 48 h. Saturated sodium bicarbonate solution (5 mL) and EtOAc (15 mL) were added, and the aqueous layer was extracted with additional EtOAc. The combined organic layer was dried over MgSO4, concentrated, and the residue was purified by flash chromatogra... Reactants: B(Br)(Br)Br (boron tribromide), CC=1C(=C2C=C(NC2=CC1C)P(O)(=O)O)OC1=CC(=C(C=C1)OC)C(C)C (5,6-dimethyl-4-(4′-methoxy-3′-iso-propylphenoxy)indolephosphonic acid), ClCCl (dichloromethane). Run at time 8 hour. The product is CC1(C2=CC(=NC2=CC(=C1)C)P(O)(=O)O)OC1=CC(=C(C=C1)O)C(C)C (4,6-Dimethyl-4-(4′-hydroxy-3′-iso-propylphenoxy)indolephosphonic Acid). The yield is 80.0%. As a reaction SMILES: B(Br)(Br)Br.C[C:6]1[C:7]([O:20][C:21]2[CH:26]=[CH:25][C:24]([O:27]C)=[C:23]([CH:29]([CH3:31])[CH3:30])[CH:22]=2)=[C:8]2[C:12](=[CH:13][C:14]=1[CH3:15])[NH:11][C:10]([P:16]([OH:19])(=[O:18])[OH:17])=[CH:9]2.Cl[CH2:33]Cl>>[CH3:33][C:7]1([O:20][C:21]2[CH:26]=[CH:25][C:24]([OH:27])=[C:23]([CH:29]([CH3:30])[CH3:31])[CH:22]=2)[CH:6]=[C:14]([CH3:15])[CH:13]=[C:12]2[C:8]1=[CH:9][C:10]([P:16]([OH:19])(=[O:18])[OH:17])=[N:11]2. Procedure details: A solution of boron tribromide (1 M in dichloromethane, 1.3 mL, 1.3 mmol) was added to a solution of 5,6-dimethyl-4-(4′-methoxy-3′-iso-propylphenoxy)indolephosphonic acid (100 mg, 0.26 mmol) in dichloromethane (10 mL) at −78° C. The ice bath was removed and the reaction mixture was warmed to rt. After stirring at rt overnight, the reaction mixture was quenched with ice, diluted with ethyl acetate and washed with water then brine, dried over sodium sulfate and concentrated under reduced pressure ... The reactants are [OH-].[K+] (potassium hydroxide), [Na] (sodium), stainless steel, graphite, S(=O)(=O)([O-])[O-].C(C)[P+](C(C)(C)C)(C(C)(C)C)CC.C(C)[P+](CC)(C(C)(C)C)C(C)(C)C (diethyldi-t-butylphosphonium sulfate), C1(=CC=CC=C1)OC (anisole), C(CC)(=O)O (propionic acid), S(=O)(=O)([O-])[O-].C(C)(C)(C)[N+](C(C)(C)C)(C(C)(C)C)C(C)(C)C.C(C)(C)(C)[N+](C(C)(C)C)(C(C)(C)C)C(C)(C)C (tetra-t-butylammonium sulfate). Reagents/catalysts: [Cl-].C(C)[P+](CC)(CC)CC (tetraethylphosphonium chloride), [Pt] (platinum). The solvent is O (water). Product: C1(=CC=CC=C1)OC (anisole), C(CC)OC1=C(C=CC=C1)OC (propoxyanisole). RXN SMILES: [C:1]1([O:7][CH3:8])[CH:6]=[CH:5][CH:4]=[CH:3][CH:2]=1.[C:9](O)(=[O:12])CC.[Na].[OH-].[K+].S([O-])([O-])(=O)=O.[C:22]([N+](C(C)(C)C)(C(C)(C)C)C(C)(C)C)(C)(C)[CH3:23].C([N+](C(C)(C)C)(C(C)(C)C)C(C)(C)C)(C)(C)C.S([O-])([O-])(=O)=O.C([P+](CC)(C(C)(C)C)C(C)(C)C)C.C([P+](C(C)(C)C)(C(C)(C)C)CC)C>[Cl-].C([P+](CC)(CC)CC)C.[Pt].O>[C:1]1([O:7][CH3:8])[CH:6]=[CH:5][CH:4]=[CH:3][CH:2]=1.[CH2:8]([O:7][C:1]1[CH:6]=[CH:5][CH:4]=[CH:3][C:2]=1[O:12][CH3:9])[CH2:22][CH3:23] |f:3.4,5.6.7,8.9.10,11.12,^1:13|. Procedure: The treatment of anisole with propionic acid, sodium or potassium hydroxide, water and other phase transfer agents such as tetra-t-butylammonium sulfate, tetraethylphosphonium chloride, diethyldi-t-butylphosphonium sulfate, etc., in an electrochemical cell utilizing platinum anodes and stainless steel or graphite cathodes and utilizing electrical energy within the range hereinbefore set forth may produce similar results in the conversion of anisole to propoxyanisole. Starting materials: ClC1=CC=C(C=C1)N1C(OC(C1C(C)C)=O)=O (3-(4-chlorophenyl)-4-isopropyloxazolidine-2,5-dione), CN(C)C1=NC=CC=C1 (dimethylaminopyridine), O=C1N(CC(N1CO)=O)CC#C ((2,4-dioxo-1-propargyl-3-imidazolidinyl)methanol). Solvent: O1CCCC1 (tetrahydrofuran), O1CCCC1 (tetrahydrofuran). Reaction conditions: time 20 hour. The product is ClC1=CC=C(C=C1)NC(C(=O)OCN1C(N(CC1=O)CC#C)=O)C(C)C ((2,4-dioxo-1-propargyl-3-imidazolidinyl)methyl 2-(4-chlorophenylamino)-3-methylbutanoate). RXN SMILES: [Cl:1][C:2]1[CH:7]=[CH:6][C:5]([N:8]2[CH:12]([CH:13]([CH3:15])[CH3:14])[C:11](=[O:16])[O:10][C:9]2=O)=[CH:4][CH:3]=1.CN(C1C=CC=CN=1)C.[O:27]=[C:28]1[N:32](CO)[C:31](=[O:35])[CH2:30][N:29]1[CH2:36][C:37]#[CH:38]>O1CCCC1>[Cl:1][C:2]1[CH:3]=[CH:4][C:5]([NH:8][CH:12]([CH:13]([CH3:14])[CH3:15])[C:11]([O:10][CH2:9][N:32]2[C:31](=[O:35])[CH2:30][N:29]([CH2:36][C:37]#[CH:38])[C:28]2=[O:27])=[O:16])=[CH:6][CH:7]=1. Procedure details: To a solution of 3-(4-chlorophenyl)-4-isopropyloxazolidine-2,5-dione (1.32 mmol) and dimethylaminopyridine in 5 ml of dry tetrahydrofuran is added a solution of (2,4-dioxo-1-propargyl-3-imidazolidinyl)methanol (1.26 mmol) in 3 ml of dry tetrahydrofuran. The reaction mixture is stirred for about 20 hours, under dry air, and then diluted with ether followed by washing with saturated aqueous sodium bicarbonate, water and saturated aqueous sodium chloride. After drying over calcium sulfate, solvent ... The reactants are C(C)OC(C=C(OCC)N)=O (β-amino-β-ethoxyacrylic acid ethyl ester), C1(=CC=C(C=C1)S(=O)(=O)O)C (p-toluenesulphonic acid), CC1=C(CNN)C=CC=C1 (o-methylbenzylhydrazine). Solvent: C(C)O (ethanol), C(C)O (ethanol). Conditions: time 8 hour. Yields the product NC=1NN(C(C1)=O)CC1=C(C=CC=C1)C (3-Amino-1-(2-methylbenzyl)-pyrazol-5-one). RXN SMILES: [CH3:1][C:2]1[CH:10]=[CH:9][CH:8]=[CH:7][C:3]=1[CH2:4][NH:5][NH2:6].C([O:13][C:14](=O)[CH:15]=[C:16]([NH2:20])OCC)C.C1(C)C=CC(S(O)(=O)=O)=CC=1>C(O)C>[NH2:20][C:16]1[NH:6][N:5]([CH2:4][C:3]2[CH:7]=[CH:8][CH:9]=[CH:10][C:2]=2[CH3:1])[C:14](=[O:13])[CH:15]=1. Procedure: 27.5 g of o-methylbenzylhydrazine, dissolved in 100 ml of ethanol, were added dropwise at room temperature to a solution of 32 g of β-amino-β-ethoxyacrylic acid ethyl ester and 1.5 g of p-toluenesulphonic acid in 300 ml of ethanol. After standing overnight, the reaction solution was concentrated in vacuo and the compound identified above, which separated out as a precipitate, was filtered off and recrystallised from ethanol. Melting point: 138°, 15 g (37%). Reactants: OC(COC1=CC=C(C=O)C=C1)C1=C(C=CC=C1)OC (4-[2-hydroxy-2-(2-methoxyphenyl)ethoxy]benzaldehyde), S1C(NC(C1)=O)=O (2,4-thiazolidinedione), N1CCCCC1 (piperidine). The solvent is CCO (EtOH). Yields the product COC1=C(C=CC=C1)C(COC1=CC=C(CC2C(NC(S2)=O)=O)C=C1)=O (5-{4-[2-(2-methoxyphenyl)-2-oxoethoxy]benzyl}-1,3-thiazolidine-2,4-dione). Isolated yield 80.2%. RXN SMILES: [OH:1][CH:2]([C:13]1[CH:18]=[CH:17][CH:16]=[CH:15][C:14]=1[O:19][CH3:20])[CH2:3][O:4][C:5]1[CH:12]=[CH:11][C:8]([CH:9]=O)=[CH:7][CH:6]=1.[S:21]1[CH2:25][C:24](=[O:26])[NH:23][C:22]1=[O:27].N1CCCCC1>CCO>[CH3:20][O:19][C:14]1[CH:15]=[CH:16][CH:17]=[CH:18][C:13]=1[C:2](=[O:1])[CH2:3][O:4][C:5]1[CH:12]=[CH:11][C:8]([CH2:9][CH:25]2[S:21][C:22](=[O:27])[NH:23][C:24]2=[O:26])=[CH:7][CH:6]=1. Procedure details: To a stirring solution of 4-[2-hydroxy-2-(2-methoxyphenyl)ethoxy]benzaldehyde (1.71 g, 6.28 mmol) in absolute EtOH (50 ml) was added 2,4-thiazolidinedione (0.81 g, 6.91 mmol) and piperidine (0.68 mL, 6.9 mmol), and the resulting solution was heated to reflux. The reaction was refluxed overnight and then evaporated in vacuo. The residue was dissolved in EtOAc and this solution was washed with aqueous HOAc (pH 5-6), brine, dried (Na2SO4), filtered and evaporated in vacuo. The residue was adsorbed ...